This data is from the Open Reaction Database (ORD), a public repository of structured organic reaction records. The task is: describe an organic reaction: reactants, conditions, products, and yield The reactants are C(C)C1=CC=C(CNC2CCN(CC2)CCN2C(C=NC3=CC=C(C=C23)OC)=O)C=C1 (1-(2-(4-(4-ethylbenzylamino)piperidin-1-yl)ethyl)-7-methoxyquinoxalin-2(1H)-one), Cl.C(C)(=O)OCC (hydrogen chloride ethyl acetate). Run in C(C)(=O)OCC (ethyl acetate). Product: Cl.C(C)C1=CC=C(CNC2CCN(CC2)CCN2C(C=NC3=CC=C(C=C23)OC)=O)C=C1 (1-(2-(4-(4-ethylbenzylamino)piperidin-1-yl)ethyl)-7-methoxyquinoxalin-2(1H)-one hydrochloride). As a reaction SMILES: [CH2:1]([C:3]1[CH:31]=[CH:30][C:6]([CH2:7][NH:8][CH:9]2[CH2:14][CH2:13][N:12]([CH2:15][CH2:16][N:17]3[C:26]4[C:21](=[CH:22][CH:23]=[C:24]([O:27][CH3:28])[CH:25]=4)[N:20]=[CH:19][C:18]3=[O:29])[CH2:11][CH2:10]2)=[CH:5][CH:4]=1)[CH3:2].[ClH:32].C(OCC)(=O)C>C(OCC)(=O)C>[ClH:32].[CH2:1]([C:3]1[CH:4]=[CH:5][C:6]([CH2:7][NH:8][CH:9]2[CH2:10][CH2:11][N:12]([CH2:15][CH2:16][N:17]3[C:26]4[C:21](=[CH:22][CH:23]=[C:24]([O:27][CH3:28])[CH:25]=4)[N:20]=[CH:19][C:18]3=[O:29])[CH2:13][CH2:14]2)=[CH:30][CH:31]=1)[CH3:2] |f:1.2,4.5|. Procedure: To 3 mL of an ethyl acetate solution containing 0.32 g of 1-(2-(4-(4-ethylbenzylamino)piperidin-1-yl)ethyl)-7-methoxyquinoxalin-2(1H)-one, 2 mL of 4 mol/L hydrogen chloride/ethyl acetate was added, and stirred at room temperature. The resulting solid was filtered to give 302 mg of 1-(2-(4-(4-ethylbenzylamino)piperidin-1-yl)ethyl)-7-methoxyquinoxalin-2(1H)-one hydrochloride as a brown solid. The reactants are C(C)(C)(C)C=1C=C(C=CC1)NC(C1=CC=C(C=C1)N1CCNCC1)=O (N-(3-tert-butyl-phenyl)-4-piperazin-1-yl-benzamide), C(C1=CC=CC=C1)OC(=O)[C@@H]1CC[C@H](CC1)C(=O)O (trans-1,4-cyclohexane dicarboxylic acid monobenzyl ester), C(C)(C)(C)C=1C=C(C=CC1)NC(=O)C=1C=CC(=NC1)N1CCN(CC1)C(=O)[C@@H]1[C@H](CCC1)C(=O)O ((1S,2S)-2-{4-[5-(3-tert-butyl-phenylcarbamoyl)-pyridin-2-yl]-piperazine-1-carbonyl}-cyclopentanecarboxylic acid). Yields the product C(C)(C)(C)C=1C=C(C=CC1)NC(=O)C1=CC=C(C=C1)N1CCN(CC1)C(=O)C1CCC(CC1)C(=O)O (4-{4-[4-(3-tert-Butyl-phenylcarbamoyl)-phenyl]-piperazine-1-carbonyl}-cyclohexanecarboxylic acid). RXN SMILES: [C:1]([C:5]1[CH:6]=[C:7]([NH:11][C:12](=[O:25])[C:13]2[CH:18]=[CH:17][C:16]([N:19]3[CH2:24][CH2:23][NH:22][CH2:21][CH2:20]3)=[CH:15][CH:14]=2)[CH:8]=[CH:9][CH:10]=1)([CH3:4])([CH3:3])[CH3:2].C([O:33][C:34]([C@H:36]1[CH2:41][CH2:40][C@H:39]([C:42](O)=[O:43])[CH2:38][CH2:37]1)=[O:35])C1C=CC=CC=1.C(C1C=C(NC(C2C=CC(N3CCN(C([C@H]4CCC[C@@H]4C(O)=O)=O)CC3)=NC=2)=O)C=CC=1)(C)(C)C>>[C:1]([C:5]1[CH:6]=[C:7]([NH:11][C:12]([C:13]2[CH:18]=[CH:17][C:16]([N:19]3[CH2:24][CH2:23][N:22]([C:42]([CH:39]4[CH2:38][CH2:37][CH:36]([C:34]([OH:35])=[O:33])[CH2:41][CH2:40]4)=[O:43])[CH2:21][CH2:20]3)=[CH:15][CH:14]=2)=[O:25])[CH:8]=[CH:9][CH:10]=1)([CH3:4])([CH3:2])[CH3:3]. Procedure: 4-{4-[4-(3-tert-Butyl-phenylcarbamoyl)-phenyl]-piperazine-1-carbonyl}-cyclohexanecarboxylic acid was prepared from N-(3-tert-butyl-phenyl)-4-piperazin-1-yl-benzamide and trans-1,4-cyclohexane dicarboxylic acid monobenzyl ester in a manner similar to the one described in the synthesis of (1S,2S)-2-{4-[5-(3-tert-butyl-phenylcarbamoyl)-pyridin-2-yl]-piperazine-1-carbonyl}-cyclopentanecarboxylic acid above. HRMS m/z calcd for C29H37N3O4 [M+H]: 492.2857. Found: 492.2855. Reactants: ClCCON1C(C2=CC=CC=3C2=C(C1=O)C=CC3)=O (2-(2-chloroethoxy)-2,3-dihydro-1H-benz[de]isoquinoline-1,3-dione), FC=1C=C2C(=CNC2=CC1)C1CCNCC1 (4-(5-fluoroindol-3-yl)piperidine), C(=O)(OC(C)(C)C)N1CCC(CC1)Cl (N-BOC-4-chloropiperidine). Run at time 8 hour. Yields the product O.Cl.FC=1C=C2C(=CNC2=CC1)C1CCN(CC1)CCON1C(C2=CC=CC=3C2=C(C1=O)C=CC3)=O (2-[2-(4-(5-fluoro-3-indolyl)piperidino)ethoxy]-2,3-dihydro-1H-benz[de]isoquinoline-1,3-dione, hydrochloride hydrate). RXN SMILES: [Cl:1][CH2:2][CH2:3][O:4][N:5]1[C:14](=[O:15])[C:13]2[CH:16]=[CH:17][CH:18]=[C:11]3[C:12]=2[C:7](=[CH:8][CH:9]=[CH:10]3)[C:6]1=[O:19].[F:20][C:21]1[CH:22]=[C:23]2[C:27](=[CH:28][CH:29]=1)[NH:26][CH:25]=[C:24]2[CH:30]1[CH2:35][CH2:34][NH:33][CH2:32][CH2:31]1.C(N1CCC(Cl)CC1)(OC(C)(C)C)=O>>[OH2:4].[ClH:1].[F:20][C:21]1[CH:22]=[C:23]2[C:27](=[CH:28][CH:29]=1)[NH:26][CH:25]=[C:24]2[CH:30]1[CH2:35][CH2:34][N:33]([CH2:2][CH2:3][O:4][N:5]2[C:14](=[O:15])[C:13]3[CH:16]=[CH:17][CH:18]=[C:11]4[C:12]=3[C:7](=[CH:8][CH:9]=[CH:10]4)[C:6]2=[O:19])[CH2:32][CH2:31]1 |f:3.4.5|. Procedure: 1.2 9 of 2-(2-chloroethoxy)-2,3-dihydro-1H-benz[de]isoquinoline-1,3-dione ("D") [obtainable by reaction of N-hydroxy-2,3-dihydro-1H-benz[de]isoquinoline-1,3-dione with 1,2-dichloroethane to give 2-(2-chloroethoxy)-2,3-dihydro-1H-benz[de]isoquinoline-1,3-dione] and 1.0 g of 4-(5-fluoroindol-3-yl)piperidine [obtainable by reaction of N-BOC-4-chloropiperidine with 5-fluoroindole and subsequent removal of the protective group] are dissolved in 200 ml of acetonitrile and the solution is stirred at ro... The reactants are FC(F)(F)c1coc(CBr)c1, C1N2CN3CN1CN(C2)C3, Cl, O. The product is O=Cc1cc(C(F)(F)F)co1. RXN SMILES: [Br:1][CH2:2][c:3]1[o:4][cH:5][c:6]([C:8]([F:9])([F:10])[F:11])[cH:7]1.[CH2:12]1[N:13]2[CH2:14][N:15]3[CH2:16][N:17]([CH2:18]2)[CH2:19][N:20]1[CH2:21]3.[ClH:22].[OH2:23]>>[CH:2]([c:3]1[o:4][cH:5][c:6]([C:8]([F:9])([F:10])[F:11])[cH:7]1)=[O:23].